From a dataset of the Open Reaction Database (ORD), a public repository of structured organic reaction records. describe an organic reaction: reactants, conditions, products, and yield Starting materials: BrC1=CC=2C3=C(NC2C=N1)N=CC(=C3)C3=CC=C(C=C3)CN3CCCCC3 (6-bromo-3-(4-piperidin-1-ylmethyl-phenyl)-9H-dipyrido[2,3-b;4′,3′-d]pyrrole), CN1C=NC=C1[Sn](CCCC)(CCCC)CCCC (1-methyl-5-(tributylstannyl)-1H-imidazole), [Cl-].[Li+] (lithium chloride). The reagents and catalysts are C=1C=CC(=CC1)[P](C=2C=CC=CC2)(C=3C=CC=CC3)[Pd]([P](C=4C=CC=CC4)(C=5C=CC=CC5)C=6C=CC=CC6)([P](C=7C=CC=CC7)(C=8C=CC=CC8)C=9C=CC=CC9)[P](C=1C=CC=CC1)(C=1C=CC=CC1)C=1C=CC=CC1 (tetrakis(triphenylphosphine)palladium(0)). The solvent is C(Cl)Cl (DCM), CO (methanol), O1CCOCC1 (1,4-dioxane). Reaction conditions: temperature 100 celsius. The product is CN1C=NC=C1C1=CC=2C3=C(NC2C=N1)N=CC(=C3)C3=CC=C(C=C3)CN3CCCCC3 (6-(1-Methyl-1H-imidazol-5-yl)-3-(4-piperidin-1-ylmethylphenyl)-9H-dipyrido[2,3-b;4′,3′-d]pyrrole). The yield is 19.2%. As a reaction SMILES: Br[C:2]1[N:10]=[CH:9][C:8]2[NH:7][C:6]3[N:11]=[CH:12][C:13]([C:15]4[CH:20]=[CH:19][C:18]([CH2:21][N:22]5[CH2:27][CH2:26][CH2:25][CH2:24][CH2:23]5)=[CH:17][CH:16]=4)=[CH:14][C:5]=3[C:4]=2[CH:3]=1.[CH3:28][N:29]1[C:33]([Sn](CCCC)(CCCC)CCCC)=[CH:32][N:31]=[CH:30]1.[Cl-].[Li+]>O1CCOCC1.C(Cl)Cl.CO.C1C=CC([P]([Pd]([P](C2C=CC=CC=2)(C2C=CC=CC=2)C2C=CC=CC=2)([P](C2C=CC=CC=2)(C2C=CC=CC=2)C2C=CC=CC=2)[P](C2C=CC=CC=2)(C2C=CC=CC=2)C2C=CC=CC=2)(C2C=CC=CC=2)C2C=CC=CC=2)=CC=1>[CH3:28][N:29]1[C:33]([C:2]2[N:10]=[CH:9][C:8]3[NH:7][C:6]4[N:11]=[CH:12][C:13]([C:15]5[CH:16]=[CH:17][C:18]([CH2:21][N:22]6[CH2:23][CH2:24][CH2:25][CH2:26][CH2:27]6)=[CH:19][CH:20]=5)=[CH:14][C:5]=4[C:4]=3[CH:3]=2)=[CH:32][N:31]=[CH:30]1 |f:2.3,^1:63,65,84,103|. Procedure details: A mixture of 6-bromo-3-(4-piperidin-1-ylmethyl-phenyl)-9H-dipyrido[2,3-b;4′,3′-d]pyrrole (100 mg, 0.16 mmol), 1-methyl-5-(tributylstannyl)-1H-imidazole (120 mg, 0.32 mmol), tetrakis(triphenylphosphine)palladium(0) (18 mg, 0.016 mmol) and lithium chloride (68 mg, 1.6 mmol) in 1,4-dioxane (3 mL) was degassed and flushed with nitrogen and the reaction heated at 100° C. for 16 h. The cooled reaction mixture was diluted with DCM (20 mL) and methanol (2 mL) and washed with water (15 mL). The organic p...